From a dataset of the Open Reaction Database (ORD), a public repository of structured organic reaction records. describe an organic reaction: reactants, conditions, products, and yield Reactants: C1(=CC=CC=C1)C (toluene), ClC=1C=C(C=CC1)[C@H](CO)O ((R)-2-(3-chlorophenyl)-2-hydroxyethanol), C1(=CC=C(C=C1)S(=O)(=O)Cl)C (p-toluenesulfonyl chloride). Solvent: N1=CC=CC=C1 (pyridine). The product is CS(=O)(=O)OC[C@H](O)C1=CC(=CC=C1)Cl ((R)-2-(3-chlorophenyl)-2-hydroxyethyl methanesulfonate). As a reaction SMILES: C1(C)C=CC=CC=1.[Cl:8][C:9]1[CH:10]=[C:11]([C@@H:15]([OH:18])[CH2:16][OH:17])[CH:12]=[CH:13][CH:14]=1.C1(C)C=C[C:22]([S:25](Cl)(=[O:27])=[O:26])=CC=1>N1C=CC=CC=1>[CH3:22][S:25]([O:17][CH2:16][C@@H:15]([C:11]1[CH:12]=[CH:13][CH:14]=[C:9]([Cl:8])[CH:10]=1)[OH:18])(=[O:27])=[O:26]. Reported procedure: Into toluene (30 ml) were added (R)-2-(3-chlorophenyl)-2-hydroxyethanol obtained in 1) above (7 g), pyridine (8.0 g) and further, under ice-cooling and dropwise, p-toluenesulfonyl chloride (9.3 g), and then the resulting mixture was stirred at the same temperature for 24 hours. The solid thus precipitated was filtered off, the filtrate was concentrated, and the residue was dissolved in toluene (40 ml) and then washed with dilute hydrochloric acid. The organic layer was collected by layer separat... The reactants are CC(Cl)OC(=O)OCCCC(O[N+](=O)[O-])C(C)O[N+](=O)[O-], O=C([O-])[O-], CCOc1nc2cccc(C(=O)O)c2n1Cc1ccc(-c2ccccc2-c2nnnn2C(c2ccccc2)(c2ccccc2)c2ccccc2)cc1, CN(C)C=O, [Cs+], [Cs+], O. The product is CCOc1nc2cccc(C(=O)OC(C)OC(=O)OCCCC(O[N+](=O)[O-])C(C)O[N+](=O)[O-])c2n1Cc1ccc(-c2ccccc2-c2nnnn2C(c2ccccc2)(c2ccccc2)c2ccccc2)cc1. RXN SMILES: [C:6]([O:7][CH2:8][CH2:9][CH2:10][CH:11]([CH:12]([CH3:13])[O:14][N+:15](=[O:16])[O-:17])[O:18][N+:19](=[O:20])[O-:21])([O:22][CH:23]([CH3:24])[Cl:25])=[O:26].[C:79](=[O:80])([O-:81])[O-:82].[CH2:27]([CH3:28])[O:29][c:30]1[n:31][c:32]2[c:33]([n:34]1[CH2:35][c:36]1[cH:37][cH:38][c:39](-[c:42]3[c:43](-[c:48]4[n:49][n:50][n:51][n:52]4[C:53]([c:54]4[cH:55][cH:56][cH:57][cH:58][cH:59]4)([c:60]4[cH:61][cH:62][cH:63][cH:64][cH:65]4)[c:66]4[cH:67][cH:68][cH:69][cH:70][cH:71]4)[cH:44][cH:45][cH:46][cH:47]3)[cH:40][cH:41]1)[c:72]([C:76](=[O:77])[OH:78])[cH:73][cH:74][cH:75]2.[CH3:1][N:2]([CH3:3])[CH:4]=[O:5].[Cs+:83].[Cs+:84].[OH2:85]>>[C:6]([O:7][CH2:8][CH2:9][CH2:10][CH:11]([CH:12]([CH3:13])[O:14][N+:15](=[O:16])[O-:17])[O:18][N+:19](=[O:20])[O-:21])([O:22][CH:23]([CH3:24])[O:78][C:76]([c:72]1[c:33]2[c:32]([n:31][c:30]([O:29][CH2:27][CH3:28])[n:34]2[CH2:35][c:36]2[cH:37][cH:38][c:39](-[c:42]3[c:43](-[c:48]4[n:49][n:50][n:51][n:52]4[C:53]([c:54]4[cH:55][cH:56][cH:57][cH:58][cH:59]4)([c:60]4[cH:61][cH:62][cH:63][cH:64][cH:65]4)[c:66]4[cH:67][cH:68][cH:69][cH:70][cH:71]4)[cH:44][cH:45][cH:46][cH:47]3)[cH:40][cH:41]2)[cH:75][cH:74][cH:73]1)=[O:77])=[O:26]. The reactants are BrC=1C=C(C=CC1)C1NC2=CC=C(C=C2C(C1)(C)C)Cl (2-(3-bromo-phenyl)-6-chloro-4,4-dimethyl-1,2,3,4-tetrahydro-quinoline), NC(C(=O)O)(C)C (2-amino-2-methyl-propionic acid), C([O-])([O-])=O.[K+].[K+] (potassium carbonate). The reagents and catalysts are [Cu]I (copper(I) iodide). The solvent is CS(=O)C (dimethyl sulfoxide). The product is ClC=1C=C2C(CC(NC2=CC1)C=1C=C(C=CC1)NC(C(=O)O)(C)C)(C)C (2-[3-(6-chloro-4,4-dimethyl-1,2,3,4-tetrahydro-quinolin-2-yl)-phenylamino]-2-methyl-propionic acid). The yield is 59.8%. Reaction SMILES: Br[C:2]1[CH:3]=[C:4]([CH:8]2[CH2:17][C:16]([CH3:19])([CH3:18])[C:15]3[C:10](=[CH:11][CH:12]=[C:13]([Cl:20])[CH:14]=3)[NH:9]2)[CH:5]=[CH:6][CH:7]=1.[NH2:21][C:22]([CH3:27])([CH3:26])[C:23]([OH:25])=[O:24].C(=O)([O-])[O-].[K+].[K+]>CS(C)=O.[Cu]I>[Cl:20][C:13]1[CH:14]=[C:15]2[C:10](=[CH:11][CH:12]=1)[NH:9][CH:8]([C:4]1[CH:3]=[C:2]([NH:21][C:22]([CH3:27])([CH3:26])[C:23]([OH:25])=[O:24])[CH:7]=[CH:6][CH:5]=1)[CH2:17][C:16]2([CH3:19])[CH3:18] |f:2.3.4|. Procedure: A solution of 2-(3-bromo-phenyl)-6-chloro-4,4-dimethyl-1,2,3,4-tetrahydro-quinoline (200 mg, 0.57 mmol), copper(I) iodide (33 mg, 0.17 mmol), 2-amino-2-methyl-propionic acid (235 mg, 2.29 mmol) and potassium carbonate (240 mg, 1.7 mmol) in dimethyl sulfoxide (2.0 mL) was stirred at 120° C. for 16 h. Then the reaction mixture was cooled to room temperature and extracted with ethyl acetate (150 mL×2), washed with water (50 mL×2) and saturated aqueous ammonium chloride solution (50 mL×2), dried ove... Reactants: Cl.Cl.C(C)OCCN1C(=NC2=C1C=CC=C2)N2CCN(CCC2)CC[C@]2(CNCC2)C2=CC=CC=C2 (1-(2-ethoxy-ethyl)-2-{4-[2-((S)-3-phenyl-pyrrolidin-3-yl)-ethyl]-[1,4]diazepan-1-yl}-1H-benzoimidazole dihydrochloride), COC1=C(C(=O)O)C=C(C=C1)OCCOC (2-methoxy-5-(2-methoxy-ethoxy)-benzoic acid), CN(CCCN=C=NCC)C (1-(3-dimethylaminopropyl)-3-ethylcarbodiimide), O.ON1N=NC2=C1C=CC=C2 (1-hydroxybenzotriazole hydrate). Run in ClCCl (dichloromethane), ClCCl (dichloromethane). The product is C(C)OCCN1C(=NC2=C1C=CC=C2)N2CCN(CCC2)CC[C@]2(CN(CC2)C(=O)C2=C(C=CC(=C2)OCCOC)OC)C2=CC=CC=C2 (1-[(R)-3-(2-{4-[1-(2-Ethoxy-ethyl)-1H-benzoimidazol-2-yl]-[1,4]diazepan-1-yl}-ethyl)-3-phenyl-pyrrolidin-1-yl]-1-[2-methoxy-5-(2-methoxy-ethoxy)-phenyl]-methanone). Isolated yield 79.6%. Reaction SMILES: Cl.Cl.[CH2:3]([O:5][CH2:6][CH2:7][N:8]1[C:12]2[CH:13]=[CH:14][CH:15]=[CH:16][C:11]=2[N:10]=[C:9]1[N:17]1[CH2:23][CH2:22][CH2:21][N:20]([CH2:24][CH2:25][C@:26]2([C:31]3[CH:36]=[CH:35][CH:34]=[CH:33][CH:32]=3)[CH2:30][CH2:29][NH:28][CH2:27]2)[CH2:19][CH2:18]1)[CH3:4].[CH3:37][O:38][C:39]1[CH:47]=[CH:46][C:45]([O:48][CH2:49][CH2:50][O:51][CH3:52])=[CH:44][C:40]=1[C:41](O)=[O:42].CN(C)CCCN=C=NCC.O.ON1C2C=CC=CC=2N=N1>ClCCl>[CH2:3]([O:5][CH2:6][CH2:7][N:8]1[C:12]2[CH:13]=[CH:14][CH:15]=[CH:16][C:11]=2[N:10]=[C:9]1[N:17]1[CH2:23][CH2:22][CH2:21][N:20]([CH2:24][CH2:25][C@:26]2([C:31]3[CH:36]=[CH:35][CH:34]=[CH:33][CH:32]=3)[CH2:30][CH2:29][N:28]([C:41]([C:40]3[CH:44]=[C:45]([O:48][CH2:49][CH2:50][O:51][CH3:52])[CH:46]=[CH:47][C:39]=3[O:38][CH3:37])=[O:42])[CH2:27]2)[CH2:19][CH2:18]1)[CH3:4] |f:0.1.2,5.6|. Procedure details: Stir a mixture of 1-(2-ethoxy-ethyl)-2-{4-[2-((S)-3-phenyl-pyrrolidin-3-yl)-ethyl]-[1,4]diazepan-1-yl}-1H-benzoimidazole dihydrochloride (0.32 g, 0.6 mmol, Preparation 12.1), 2-methoxy-5-(2-methoxy-ethoxy)-benzoic acid (0.16 g, 0.72 mmol), 1-(3-dimethylaminopropyl)-3-ethylcarbodiimide (0.14 g, 0.72 mmol), 1-hydroxybenzotriazole hydrate (0.097 g, 0.72 mmol), diisopropyoethylamine (0.2 mL, 1.2 mmol) and dichloromethane (20 mL) overnight at room temperature. Dilute the reaction mixture with dichlor... The reactants are O (water), OCC=1N=CNC1C(=O)OC (Methyl 4-(hydroxymethyl)-1H-imidazole-5-carboxylate), [Si](C1=CC=CC=C1)(C1=CC=CC=C1)(C(C)(C)C)Cl (tert-butyl(diphenyl)silyl chloride), N1C=NC=C1 (imidazole). The reagents and catalysts are CN(C)C=1C=CN=CC1 (DMAP). Run in CN(C=O)C (N,N-dimethylformamide). Conditions: time 2 hour. Product: [Si](C1=CC=CC=C1)(C1=CC=CC=C1)(C(C)(C)C)OCC=1N=CNC1C(=O)OC (methyl 4-({[tert-butyl(diphenyl)silyl]oxy}methyl)-1H-imidazole-5-carboxylate). RXN SMILES: [OH:1][CH2:2][C:3]1[N:4]=[CH:5][NH:6][C:7]=1[C:8]([O:10][CH3:11])=[O:9].[Si:12](Cl)([C:25]([CH3:28])([CH3:27])[CH3:26])([C:19]1[CH:24]=[CH:23][CH:22]=[CH:21][CH:20]=1)[C:13]1[CH:18]=[CH:17][CH:16]=[CH:15][CH:14]=1.N1C=CN=C1.O>CN(C)C=O.CN(C1C=CN=CC=1)C>[Si:12]([O:1][CH2:2][C:3]1[N:4]=[CH:5][NH:6][C:7]=1[C:8]([O:10][CH3:11])=[O:9])([C:25]([CH3:28])([CH3:27])[CH3:26])([C:19]1[CH:20]=[CH:21][CH:22]=[CH:23][CH:24]=1)[C:13]1[CH:18]=[CH:17][CH:16]=[CH:15][CH:14]=1. Procedure: Methyl 4-(hydroxymethyl)-1H-imidazole-5-carboxylate was dissolved in N,N-dimethylformamide, to this solution, tert-butyl(diphenyl)silyl chloride (1.94 g), imidazole (1.44 g), and catalytic amount of DMAP were added at room temperature. After stirring for 2 hours, the reaction mixture was treated with water and filtered. The residue was washed with water to give methyl 4-({[tert-butyl(diphenyl)silyl]oxy}methyl)-1H-imidazole-5-carboxylate (2.68 g). This compound (2.68 g) was dissolved in N,N-dimet...